From a dataset of the Open Reaction Database (ORD), a public repository of structured organic reaction records. describe an organic reaction: reactants, conditions, products, and yield Starting materials: [Na] (sodium), NC(=O)N (urea), C(C)OC(=O)C1(N(CCC1)C=1C=NC(=CC1)OC=1C=C2C=NN(C2=CC1)C=1C=NC=CC1)C(=O)OCC (1-[6-(1-Pyridin-3-yl-1H-indazol-5-yloxy)-pyridin-3-yl]-pyrrolidine-2,2-dicarboxylic acid diethyl ester). The solvent is C(C)O (ethanol). Reaction conditions: temperature 80 celsius. Yields the product N1=CC(=CC=C1)N1N=CC2=CC(=CC=C12)OC1=CC=C(C=N1)N1CCCC12C(NC(NC2=O)=O)=O (1-[6-(1-Pyridin-3-yl-1H-indazol-5-yloxy)-pyridin-3-yl]-1,7,9-triaza-spiro[4.5]decane-6,8,10-trione). Reaction SMILES: [Na].[NH2:2][C:3]([NH2:5])=[O:4].C([O:8][C:9]([C:11]1([C:38](OCC)=[O:39])[CH2:15][CH2:14][CH2:13][N:12]1[C:16]1[CH:17]=[N:18][C:19]([O:22][C:23]2[CH:24]=[C:25]3[C:29](=[CH:30][CH:31]=2)[N:28]([C:32]2[CH:33]=[N:34][CH:35]=[CH:36][CH:37]=2)[N:27]=[CH:26]3)=[CH:20][CH:21]=1)=O)C>C(O)C>[N:34]1[CH:35]=[CH:36][CH:37]=[C:32]([N:28]2[C:29]3[C:25](=[CH:24][C:23]([O:22][C:19]4[N:18]=[CH:17][C:16]([N:12]5[C:11]6([C:38](=[O:39])[NH:5][C:3](=[O:4])[NH:2][C:9]6=[O:8])[CH2:15][CH2:14][CH2:13]5)=[CH:21][CH:20]=4)=[CH:31][CH:30]=3)[CH:26]=[N:27]2)[CH:33]=1 |^1:0|. Reported procedure: To a flame dried flask is added ethanol (6 mL) and freshly cut sodium metal (62.4 mg, 2.71 mmol). The solution is stirred until homogenous. Recrystallized urea (98 mg, 1.63 mmol) is added and the solution is stirred at room temperature for 5 minutes. 1-[6-(1-Pyridin-3-yl-1H-indazol-5-yloxy)-pyridin-3-yl]-pyrrolidine-2,2-dicarboxylic acid diethyl ester (0.54 mmol) is added, and the solution is heated to 80° C. for 30 minutes, then cooled to 50° C. and stirred for 16 hours. The reaction is then qu... Reactants: ClCC(=O)Cl (chloroacetyl chloride), ClC1=CC2=C(N=C(CN=C2C2=C(C=CC=C2)Cl)NN)S1 (7-chloro-5-(o-chlorophenyl)-2-hydrazino-3H-thieno[2,3-e]-1,4-diazepine), ice water, C(Cl)Cl (methylene chloride), C(C)(=O)[O-].[Na+] (sodium acetate). Solvent: C(C)(=O)O (acetic acid), C(C)(=O)O (acetic acid). Reaction conditions: time 2 hour. Yields the product ClC1=CC=2C(=NCC=3N(C2S1)C(=NN3)CCl)C3=C(C=CC=C3)Cl (2-chloro-9-chloromethyl-4-(o-chlorophenyl)-6H-thieno[3,2-f]-s-triazolo[4,3-a][1,4]diazepine). As a reaction SMILES: [Cl:1][C:2]1[S:20][C:5]2[N:6]=[C:7]([NH:18][NH2:19])[CH2:8][N:9]=[C:10]([C:11]3[CH:16]=[CH:15][CH:14]=[CH:13][C:12]=3[Cl:17])[C:4]=2[CH:3]=1.[Cl:21][CH2:22][C:23](Cl)=O.C([O-])(=O)C.[Na+].C(Cl)Cl>C(O)(=O)C>[Cl:1][C:2]1[S:20][C:5]2[N:6]3[C:23]([CH2:22][Cl:21])=[N:19][N:18]=[C:7]3[CH2:8][N:9]=[C:10]([C:11]3[CH:16]=[CH:15][CH:14]=[CH:13][C:12]=3[Cl:17])[C:4]=2[CH:3]=1 |f:2.3|. Reported procedure: 0.7 g of 7-chloro-5-(o-chlorophenyl)-2-hydrazino-3H-thieno[2,3-e]-1,4-diazepine are introduced, with cooling at 15° C., into 15 ml of glacial acetic acid and a solution of 0.25 g of chloroacetyl chloride in 5 ml of glacial acetic acid is slowly added dropwise thereto. The mixture is then stirred for a further 2 hours, treated with 0.3 g of sodium acetate and stirred for 1 hour. The solution is poured on to ice-water, neutralized and shaken out with methylene chloride. After evaporation of the so... Starting materials: FC1=C(C=C(C=C1)N=[N+]=[N-])[N+](=O)[O-] (4-fluoro-3-nitrophenyl azide), Cl (HCl), NCCCN (1,3-diaminopropane), O (water). The solvent is C(C)O (ethanol), C(C)O (ethanol). The product is N(=[N+]=[N-])C1=CC(=C(C=C1)NCCCN)[N+](=O)[O-] (N-(4-azido-2-nitrophenyl)-1,3-diaminopropane). RXN SMILES: [NH2:1][CH2:2][CH2:3][CH2:4][NH2:5].F[C:7]1[CH:12]=[CH:11][C:10]([N:13]=[N+:14]=[N-:15])=[CH:9][C:8]=1[N+:16]([O-:18])=[O:17].O.Cl>C(O)C>[N:13]([C:10]1[CH:11]=[CH:12][C:7]([NH:1][CH2:2][CH2:3][CH2:4][NH2:5])=[C:8]([N+:16]([O-:18])=[O:17])[CH:9]=1)=[N+:14]=[N-:15]. Reported procedure: 2.5 ml (30 mM) 1,3-diaminopropane was dissolved in 25 ml ethanol. To this solution, was added a solution of 1.82 g (10 mM) 4-fluoro-3-nitrophenyl azide in 25 ml ethanol. The addition was performed dropwise with stirring. The mixture was stirred at room temperature for 16 hours. After this time, 150 ml of water were added and the pH adjusted to between 1 and 2 with concentrated HCl. This solution was filtered to remove the disubstituted amine, cooled on ice and the product was precipitated by the... Starting materials: [H][H], COc1cc(Oc2ccc(Cl)cc2)ccc1[N+](=O)[O-], C1COCCO1. Product: COc1cc(Oc2ccc(Cl)cc2)ccc1N. RXN SMILES: [H:20][H:21].[N+:1]([O-:2])(=[O:3])[c:4]1[c:5]([O:18][CH3:19])[cH:6][c:7]([O:10][c:11]2[cH:12][cH:13][c:14]([Cl:17])[cH:15][cH:16]2)[cH:8][cH:9]1.[O:22]1[CH2:23][CH2:24][O:25][CH2:26][CH2:27]1>>[NH2:1][c:4]1[c:5]([O:18][CH3:19])[cH:6][c:7]([O:10][c:11]2[cH:12][cH:13][c:14]([Cl:17])[cH:15][cH:16]2)[cH:8][cH:9]1. Starting materials: CC(=O)C1(C(=O)OCc2ccccc2)CC1, Cc1ccccc1, CC(N)c1ccccc1. Product: CC1=C(C(=O)OCc2ccccc2)CCN1C(C)c1ccccc1. Reaction SMILES: [C:1]([CH3:2])(=[O:3])[C:4]1([C:7](=[O:8])[O:9][CH2:10][c:11]2[cH:12][cH:13][cH:14][cH:15][cH:16]2)[CH2:5][CH2:6]1.[CH3:26][c:27]1[cH:28][cH:29][cH:30][cH:31][cH:32]1.[c:17]1([CH:23]([CH3:24])[NH2:25])[cH:18][cH:19][cH:20][cH:21][cH:22]1>>[C:1]1([CH3:2])=[C:4]([C:7](=[O:8])[O:9][CH2:10][c:11]2[cH:12][cH:13][cH:14][cH:15][cH:16]2)[CH2:6][CH2:5][N:25]1[CH:23]([c:17]1[cH:18][cH:19][cH:20][cH:21][cH:22]1)[CH3:24]. The reactants are Br.OCC=1C(=NC=CC1)C=1C=C(C=CC1)[N+](=O)[O-] (3-(3-hydroxymethylpyridin-2-yl)-nitrobenzene hydrobromide), N1C=NC=C1 (imidazole), [Si](C)(C)(C(C)(C)C)Cl (tert-butyldimethylsilyl chloride). The solvent is C(C)(=O)OCC (ethyl acetate), CN(C=O)C (N,N-dimethylformamide). Conditions: time 18 hour. Yields the product [Si](C)(C)(C(C)(C)C)OCC=1C(=NC=CC1)C=1C=C(C=CC1)[N+](=O)[O-] (3-(3-tert-butyldimethylsilyloxymethylpyridin-2-yl)nitrobenzene). Yield: 131.9%. RXN SMILES: Br.[OH:2][CH2:3][C:4]1[C:5]([C:10]2[CH:11]=[C:12]([N+:16]([O-:18])=[O:17])[CH:13]=[CH:14][CH:15]=2)=[N:6][CH:7]=[CH:8][CH:9]=1.N1C=CN=C1.[Si:24](Cl)([C:27]([CH3:30])([CH3:29])[CH3:28])([CH3:26])[CH3:25]>CN(C)C=O.C(OCC)(=O)C>[Si:24]([O:2][CH2:3][C:4]1[C:5]([C:10]2[CH:11]=[C:12]([N+:16]([O-:18])=[O:17])[CH:13]=[CH:14][CH:15]=2)=[N:6][CH:7]=[CH:8][CH:9]=1)([C:27]([CH3:30])([CH3:29])[CH3:28])([CH3:26])[CH3:25] |f:0.1|. Reported procedure: To a stirred suspension of 3-(3-hydroxymethylpyridin-2-yl)-nitrobenzene hydrobromide (0.3 g) and imidazole (106 mg) in N,N-dimethylformamide (3 ml) was added tert-butyldimethylsilyl chloride (216 mg), and the mixture was stirred for 18 hours. The mixture was diluted with ethyl acetate and washed with a saturated aqueous sodium hydrogencarbonate solution and brine. The separated organic layer was dried over sodium sulfate and evaporated under reduced pressure to give 3-(3-tert-butyldimethylsilylo... The reactants are ClC(=O)OC(C)Cl (1-chloroethyl chloroformate), CCN(C(C)C)C(C)C (Hunig's base), C(C1=CC=CC=C1)N1CC(C(C1)C1=CC(=C(C=C1)Cl)Cl)C(C)OC1=NC=C(C=C1)C(F)(F)F (2-{(SR)-1-[(3RS,4SR)-1-benzyl-4-(3,4-dichloro-phenyl)-pyrrolidin-3-yl]-ethoxy}-5-trifluoromethyl-pyridine). The solvent is C1(=CC=CC=C1)C (toluene). Conditions: temperature 100 celsius. Product: ClC=1C=C(C=CC1Cl)C1C(CNC1)C(C)OC1=NC=C(C=C1)C(F)(F)F (2-{(SR)-1-[(3RS,4SR)-4-(3,4-Dichloro-phenyl)-pyrrolidin-3-yl]-ethoxy}-5-trifluoromethyl-pyridine). Isolated yield 86.8%. As a reaction SMILES: C([N:8]1[CH2:12][CH:11]([C:13]2[CH:18]=[CH:17][C:16]([Cl:19])=[C:15]([Cl:20])[CH:14]=2)[CH:10]([CH:21]([O:23][C:24]2[CH:29]=[CH:28][C:27]([C:30]([F:33])([F:32])[F:31])=[CH:26][N:25]=2)[CH3:22])[CH2:9]1)C1C=CC=CC=1.ClC(OC(Cl)C)=O.CCN(C(C)C)C(C)C>C1(C)C=CC=CC=1>[Cl:20][C:15]1[CH:14]=[C:13]([CH:11]2[CH2:12][NH:8][CH2:9][CH:10]2[CH:21]([O:23][C:24]2[CH:29]=[CH:28][C:27]([C:30]([F:33])([F:31])[F:32])=[CH:26][N:25]=2)[CH3:22])[CH:18]=[CH:17][C:16]=1[Cl:19]. Reported procedure: To a solution of 2-{(SR)-1-[(3RS,4SR)-1-benzyl-4-(3,4-dichloro-phenyl)-pyrrolidin-3-yl]-ethoxy}-5-trifluoromethyl-pyridine 0.45 g (0.91 mmol) dissolved in toluene (5 mL) were added 0.30 mL (2.7 mmol) of 1-chloroethyl chloroformate and 0.46 mL of Hunig's base. The reaction mixture was heated at 100° C. for one hour. After cooling down to RT, volatiles were removed under vacuo and the crude was dissolved in MeOH (5 mL). The reaction mixture was heated at 85° C. for 30 minutes and after cooling dow...